This data is from the Open Reaction Database (ORD), a public repository of structured organic reaction records. The task is: describe an organic reaction: reactants, conditions, products, and yield Reactants: O=Cc1ccc(Br)nc1, Cc1ccccc1, [Na+], O, O, OCCO, O=C([O-])O, Cc1ccc(S(=O)(=O)O)cc1. Yields the product Brc1ccc(C2OCCO2)cn1. RXN SMILES: [Br:1][c:2]1[cH:3][cH:4][c:5]([CH:8]=[O:9])[cH:6][n:7]1.[CH3:32][c:33]1[cH:34][cH:35][cH:36][cH:37][cH:38]1.[Na+:26].[OH2:14].[OH2:31].[OH:10][CH2:11][CH2:12][OH:13].[OH:27][C:28](=[O:29])[O-:30].[c:15]1([CH3:16])[cH:17][cH:18][c:19]([S:20]([OH:21])(=[O:22])=[O:23])[cH:24][cH:25]1>>[Br:1][c:2]1[cH:3][cH:4][c:5]([CH:8]2[O:9][CH2:12][CH2:11][O:10]2)[cH:6][n:7]1.